This data is from the Open Reaction Database (ORD), a public repository of structured organic reaction records. The task is: describe an organic reaction: reactants, conditions, products, and yield The yield is 82.5%. The reactants are TEA, ClC=1C=C(C#N)C=C(N1)Cl (2,6-dichloroisonicotinonitrile), N1CCC(CC1)NC(OC(C)(C)C)=O (tert-butyl piperidin-4-ylcarbamate). The solvent is CN1CCCC1=O (NMP). Procedure details: TEA (0.20 ml, 1.44 mmol) and 2,6-dichloroisonicotinonitrile (0.25 g, 1.44 mmol) were added to a solution of tert-butyl piperidin-4-ylcarbamate (0.28 g, 1.44 mmol) in NMP (2 ml). Using a Smith Microwave Synthesizer, the mixture was subjected to single-mode microwave at 150° C. for 10 minutes. The crude mixture was partitioned between water and EtOAc and washed (×2) with water. The extracts were combined dried over MgSO4 and concentrated to give the title compound (400 mg). Product: ClC1=CC(=CC(=N1)N1CCC(CC1)NC(OC(C)(C)C)=O)C#N (tert-Butyl 1-(6-chloro-4-cyanopyridin-2-yl)piperidin-4-ylcarbamate). As a reaction SMILES: Cl[C:2]1[CH:3]=[C:4]([CH:7]=[C:8]([Cl:10])[N:9]=1)[C:5]#[N:6].[NH:11]1[CH2:16][CH2:15][CH:14]([NH:17][C:18](=[O:24])[O:19][C:20]([CH3:23])([CH3:22])[CH3:21])[CH2:13][CH2:12]1>CN1C(=O)CCC1>[Cl:10][C:8]1[N:9]=[C:2]([N:11]2[CH2:12][CH2:13][CH:14]([NH:17][C:18](=[O:24])[O:19][C:20]([CH3:22])([CH3:21])[CH3:23])[CH2:15][CH2:16]2)[CH:3]=[C:4]([C:5]#[N:6])[CH:7]=1. Procedure details: This compound was prepared analogous to Example 13 by reacting a mixture of 1-acetyl-hexhydroazepine-4,5-dione and 1-acetyl-hexahydroazepine-3,4-dione (prepared from 1-acetyl-hexhydroazepine-4-ones by selenium dioxide oxidation in dioxane/water) with 2-amino-acetamidine dihydrobromide. RXN SMILES: [C:1]([N:4]1[CH2:10][CH2:9][CH2:8][C:7](=O)[C:6](=O)[CH2:5]1)(=[O:3])[CH3:2].Br.Br.[NH2:15][CH2:16][C:17]([NH2:19])=[NH:18]>>[NH2:19][C:17]1[CH:16]=[N:15][C:8]2[CH2:9][CH2:10][N:4]([C:1](=[O:3])[CH3:2])[CH2:5][CH2:6][C:7]=2[N:18]=1 |f:1.2.3|. The product is NC=1C=NC2=C(CCN(CC2)C(C)=O)N1 (2-Amino-7-acetyl-6,7,8,9-tetrahydro-5H-pyrazino[2,3-d]azepine). The reactants are C(C)(=O)N1CC(C(CCC1)=O)=O (1-acetyl-hexahydroazepine-3,4-dione), Br.Br.NCC(=N)N (2-amino-acetamidine dihydrobromide). Reactants: [H-].[Na+] (NaH), ClC1=CC=C(C=C1)C1=C(N=C(S1)C(=O)N)C1=C(C=C(C=C1)Cl)Cl (5-(4-chlorophenyl)-4-(2,4-dichlorophenyl)thiazole-2-carboxamide), FC(CCCBr)(F)F (4,4,4-trifluoro-1-bromobutane). Solvent: CN(C)C=O (DMF). Reaction conditions: temperature 0 celsius, time 1 hour. The product is ClC1=CC=C(C=C1)C1=C(N=C(S1)C(=O)NCCCC(F)(F)F)C1=C(C=C(C=C1)Cl)Cl (5-(4-chlorophenyl)-4-(2,4-dichlorophenyl)-N-(4,4,4-trifluorobutyl)thiazole-2-carboxamide). As a reaction SMILES: [Cl:1][C:2]1[CH:7]=[CH:6][C:5]([C:8]2[S:12][C:11]([C:13]([NH2:15])=[O:14])=[N:10][C:9]=2[C:16]2[CH:21]=[CH:20][C:19]([Cl:22])=[CH:18][C:17]=2[Cl:23])=[CH:4][CH:3]=1.[H-].[Na+].[F:26][C:27]([F:33])([F:32])[CH2:28][CH2:29][CH2:30]Br>CN(C=O)C>[Cl:1][C:2]1[CH:3]=[CH:4][C:5]([C:8]2[S:12][C:11]([C:13]([NH:15][CH2:30][CH2:29][CH2:28][C:27]([F:33])([F:32])[F:26])=[O:14])=[N:10][C:9]=2[C:16]2[CH:21]=[CH:20][C:19]([Cl:22])=[CH:18][C:17]=2[Cl:23])=[CH:6][CH:7]=1 |f:1.2|. Procedure: Part B: To a cooled (0° C.) stirred solution of 5-(4-chlorophenyl)-4-(2,4-dichlorophenyl)thiazole-2-carboxamide (1.16 gram, 3.02 mmol) in anhydrous DMF (20 mL) is added NaH (0.13 gram of a 60% dispersion) in a nitrogen atmosphere. The resulting mixture is stirred for 1 hour and excess 4,4,4-trifluoro-1-bromobutane (0.7 mL) is added. The resulting solution is stirred at room temperature for 1 hour, poured onto ice/water and extracted twice with diethyl ether. The collected diethyl ether layers ar... The reactants are C(C)(C)NC(C)C (diisopropylamine), C(CCC)[Li] (n-butyllithium), C(C=C)Br (allyl bromide), COC(C(=O)OC)C (methyl 2-methoxypropionate). Solvent: C1CCOC1 (THF). Reaction conditions: temperature -15 celsius, time 10 minute. The product is COC(C(=O)OC)(CC=C)C (Methyl 2-methoxy-2-methylpent-4-enoate). RXN SMILES: [CH:1](NC(C)C)(C)[CH3:2].[CH2:8]([Li])CCC.[CH3:13][O:14][CH:15]([CH3:20])[C:16]([O:18][CH3:19])=[O:17].C(Br)C=C>C1COCC1>[CH3:13][O:14][C:15]([CH3:8])([CH2:20][CH:1]=[CH2:2])[C:16]([O:18][CH3:19])=[O:17]. Procedure: To a solution of diisopropylamine (2.34 L, 16.4 mol) in THF (6 L) at −48° C. was added n-butyllithium (5.78 L, 14.5 mol) via additional funnel over 35 minutes, and the resulting mixture was warmed to −15° C. over 20 minutes, held at −15° C. for 10 minutes, then cooled down to −40° C. To this solution was added methyl 2-methoxypropionate (1.85 kg, 12.4 mol) via additional funnel over 1.75 hours. After stirring for 30 minutes, allyl bromide (1.4 L, 16.4 mol) was added via additional funnel. The re... Reactants: O=C(O)CS(=O)(=O)Cc1ccccc1, O=Cc1ccc(Cl)cc1. The product is O=S(=O)(C=Cc1ccc(Cl)cc1)Cc1ccccc1. As a reaction SMILES: [CH2:1]([c:2]1[cH:3][cH:4][cH:5][cH:6][cH:7]1)[S:8](=[O:9])(=[O:10])[CH2:11][C:12]([OH:13])=[O:14].[Cl:15][c:16]1[cH:17][cH:18][c:19]([CH:20]=[O:21])[cH:22][cH:23]1>>[CH2:1]([c:2]1[cH:3][cH:4][cH:5][cH:6][cH:7]1)[S:8](=[O:9])(=[O:10])[CH:11]=[CH:12][c:19]1[cH:18][cH:17][c:16]([Cl:15])[cH:23][cH:22]1. Starting materials: ClCCl, O=CCCCC1CC(c2ccc(F)cc2)=NO1, c1ccc(C(c2ccccc2)N2CCNCC2)cc1. Product: Fc1ccc(C2=NOC(CCCCN3CCN(C(c4ccccc4)c4ccccc4)CC3)C2)cc1. Reaction SMILES: [CH2:37]([Cl:38])[Cl:39].[F:1][c:2]1[cH:3][cH:4][c:5]([C:8]2=[N:9][O:10][CH:11]([CH2:13][CH2:14][CH2:15][CH:16]=[O:17])[CH2:12]2)[cH:6][cH:7]1.[c:18]1([CH:24]([N:25]2[CH2:26][CH2:27][NH:28][CH2:29][CH2:30]2)[c:31]2[cH:32][cH:33][cH:34][cH:35][cH:36]2)[cH:19][cH:20][cH:21][cH:22][cH:23]1>>[F:1][c:2]1[cH:3][cH:4][c:5]([C:8]2=[N:9][O:10][CH:11]([CH2:13][CH2:14][CH2:15][CH2:16][N:28]3[CH2:27][CH2:26][N:25]([CH:24]([c:18]4[cH:19][cH:20][cH:21][cH:22][cH:23]4)[c:31]4[cH:32][cH:33][cH:34][cH:35][cH:36]4)[CH2:30][CH2:29]3)[CH2:12]2)[cH:6][cH:7]1. Reactants: C#CC(CC1=CC(=O)OC(C)(C)O1)(OC(=O)C(=O)OCC)C1CCCC1, CO, Cl, [K+], [K+], O=C([O-])[O-]. The product is C#CC(O)(CC1=CC(=O)OC(C)(C)O1)C1CCCC1. As a reaction SMILES: [C:1](=[O:2])([C:3]([O:4][CH2:5][CH3:6])=[O:7])[O:8][C:9]([C:10]#[CH:11])([CH2:12][C:13]1=[CH:14][C:15](=[O:21])[O:16][C:17]([CH3:19])([CH3:20])[O:18]1)[CH:22]1[CH2:23][CH2:24][CH2:25][CH2:26]1.[CH3:34][OH:35].[ClH:33].[K+:27].[K+:28].[O-:29][C:30]([O-:31])=[O:32]>>[OH:8][C:9]([C:10]#[CH:11])([CH2:12][C:13]1=[CH:14][C:15](=[O:21])[O:16][C:17]([CH3:19])([CH3:20])[O:18]1)[CH:22]1[CH2:23][CH2:24][CH2:25][CH2:26]1.